Task: describe an organic reaction: reactants, conditions, products, and yield. Dataset: the Open Reaction Database (ORD), a public repository of structured organic reaction records The reactants are NC1=C(C(N(C(N1C1=CC=CC=C1)=O)C1=CC=CC=C1)=O)C=O (6-amino-5-formyl-1,3-diphenyluracil), C1(=CC=CC=C1)P(=CC#N)(C1=CC=CC=C1)C1=CC=CC=C1 (2-(triphenylphosphoranylidene)acetonitrile). Solvent: C(C)#N (acetonitrile). Product: NC=1C=CC2=C(N(C(N(C2=O)C2=CC=CC=C2)=O)C2=CC=CC=C2)N1 (7-amino-1,2,3,4-tetrahydro-1,3-diphenylpyrido[2,3-d]pyrimidine-2,4-dione). Isolated yield 44.6%. Reaction SMILES: [NH2:1][C:2]1[N:7]([C:8]2[CH:13]=[CH:12][CH:11]=[CH:10][CH:9]=2)[C:6](=[O:14])[N:5]([C:15]2[CH:20]=[CH:19][CH:18]=[CH:17][CH:16]=2)[C:4](=[O:21])[C:3]=1[CH:22]=O.C1(P(C2C=CC=CC=2)(C2C=CC=CC=2)=[CH:31][C:32]#[N:33])C=CC=CC=1>C(#N)C>[NH2:33][C:32]1[CH:31]=[CH:22][C:3]2[C:4](=[O:21])[N:5]([C:15]3[CH:16]=[CH:17][CH:18]=[CH:19][CH:20]=3)[C:6](=[O:14])[N:7]([C:8]3[CH:9]=[CH:10][CH:11]=[CH:12][CH:13]=3)[C:2]=2[N:1]=1. Procedure: A solution of 6-amino-5-formyl-1,3-diphenyluracil (5.0 g, 16.3 mmol) and 2-(triphenylphosphoranylidene)acetonitrile (5.9 g, 19.6 mmol) in anhydrous acetonitrile (100 mL) was heated to reflux for 24 hours in an argon stream. The reaction mixture was allowed to cool and the solvent was evaporated therefrom in vacuo. The crude crystals separated out therefrom were recrystallized from benzene to give 7-amino-1,2,3,4-tetrahydro-1,3-diphenylpyrido[2,3-d]pyrimidine-2,4-dione (2.4 g) in a 45% yield.